From a dataset of the Open Reaction Database (ORD), a public repository of structured organic reaction records. describe an organic reaction: reactants, conditions, products, and yield The reactants are Cc1cccc(N2CCCCC2)c1N, S=C(Cl)Cl, C1COCCO1, O. Product: Cc1cccc(N2CCCCC2)c1N=C=S. RXN SMILES: [CH3:1][c:2]1[cH:3][cH:4][cH:5][c:6]([N:9]2[CH2:10][CH2:11][CH2:12][CH2:13][CH2:14]2)[c:7]1[NH2:8].[Cl:15][C:16]([Cl:17])=[S:18].[O:19]1[CH2:20][CH2:21][O:22][CH2:23][CH2:24]1.[OH2:25]>>[CH3:1][c:2]1[cH:3][cH:4][cH:5][c:6]([N:9]2[CH2:10][CH2:11][CH2:12][CH2:13][CH2:14]2)[c:7]1[N:8]=[C:16]=[S:18]. Starting materials: CCOC(=O)N1CCC(Oc2ccc(Br)cc2)C(c2ccccc2)C1, CCO, CCCCCC, [Na+], [OH-]. Yields the product Brc1ccc(OC2CCNCC2c2ccccc2)cc1. As a reaction SMILES: [Br:1][c:2]1[cH:3][cH:4][c:5]([O:6][CH:7]2[CH:8]([c:18]3[cH:19][cH:20][cH:21][cH:22][cH:23]3)[CH2:9][N:10]([C:13]([O:14][CH2:15][CH3:16])=[O:17])[CH2:11][CH2:12]2)[cH:24][cH:25]1.[CH3:28][CH2:29][OH:30].[CH3:31][CH2:32][CH2:33][CH2:34][CH2:35][CH3:36].[Na+:27].[OH-:26]>>[Br:1][c:2]1[cH:3][cH:4][c:5]([O:6][CH:7]2[CH:8]([c:18]3[cH:19][cH:20][cH:21][cH:22][cH:23]3)[CH2:9][NH:10][CH2:11][CH2:12]2)[cH:24][cH:25]1.